This data is from the Open Reaction Database (ORD), a public repository of structured organic reaction records. The task is: describe an organic reaction: reactants, conditions, products, and yield The reactants are ClC1=CC=C(C=C1)C1=CC(=C(S1)C(=O)OC)/N=C/N(C)C (Methyl 5-(4-chlorophenyl)-3-{[(1E)-(dimethylamino)methylene]amino}thiophene-2-carboxylate), N12C[C@@H](C(CC1)CC2)OC=2C=C(C=CC2)CN (1-{3-[(3R)-1-azabicyclo[2.2.2]oct-3-yloxy]phenyl}methanamine). Run in CO (MeOH). Run at temperature 120 celsius. Product: N12C[C@@H](C(CC1)CC2)OC=2C=C(CN1C=NC3=C(C1=O)SC(=C3)C3=CC=C(C=C3)Cl)C=CC2 (3-{3-[(3R)-1-Azabicyclo[2.2.2]oct-3-yloxy]benzyl}-6-(4-chlorophenyl)thieno[3,2-d]pyrimidin-4(3H)-one). Reaction SMILES: [Cl:1][C:2]1[CH:7]=[CH:6][C:5]([C:8]2[S:12][C:11]([C:13]([O:15]C)=O)=[C:10](/[N:17]=[CH:18]/[N:19]([CH3:21])C)[CH:9]=2)=[CH:4][CH:3]=1.[N:22]12[CH2:29][CH2:28][CH:25]([CH2:26][CH2:27]1)[C@@H:24]([O:30][C:31]1[CH:32]=[C:33](CN)[CH:34]=[CH:35][CH:36]=1)[CH2:23]2>CO>[N:22]12[CH2:29][CH2:28][CH:25]([CH2:26][CH2:27]1)[C@@H:24]([O:30][C:31]1[CH:36]=[C:35]([CH:34]=[CH:33][CH:32]=1)[CH2:21][N:19]1[C:13](=[O:15])[C:11]3[S:12][C:8]([C:5]4[CH:4]=[CH:3][C:2]([Cl:1])=[CH:7][CH:6]=4)=[CH:9][C:10]=3[N:17]=[CH:18]1)[CH2:23]2. Reported procedure: Methyl 5-(4-chlorophenyl)-3-{[(1E)-(dimethylamino)methylene]amino}thiophene-2-carboxylate (177 mg, 0.548 mmol) and 1-{3-[(3R)-1-azabicyclo[2.2.2]oct-3-yloxy]phenyl}methanamine (140 mg, 0.603 mmol) were dissolved in MeOH (2 ml). The reaction was heated in a microwave at 120° C. for 30 minutes. The solvent was evaporated in vacuo. Purification by flash silica gel chromatography using a 40 g Biotage column with 100% EtOAc/MeOH/TEA 100:10:1 yielded the title compound as a white solid. Yield: 0.175 g... Reactants: C(C)(C)NC(=O)C1=CN(C2=NC=CC=C2C1=O)C1=CC(=CC=C1)Br (N-Isopropyl-1-(3-bromophenyl)-1,4-dihydro[1,8]naphthyridin-4-one-3-carboxamide), C1(=CC=CC=C1)C (toluene), C(C)O (ethanol), C([O-])([O-])=O.[Na+].[Na+] (sodium carbonate). Reagents/catalysts: C1=CC=C(C=C1)P(C2=CC=CC=C2)C3=CC=CC=C3.C1=CC=C(C=C1)P(C2=CC=CC=C2)C3=CC=CC=C3.Br[Pd]Br (trans-dibromobis(triphenylphosphine)palladium (II)). Solvent: C(C)(=O)OCC (ethyl acetate). Product: C(C)(C)NC(=O)C1=CN(C2=NC=CC=C2C1=O)C1=CC(=CC=C1)C1=CC(=CC=C1)C(C)=O (N-Isopropyl-1-[3-(3-acetylphenyl)phenyl]-1,4-dihydro[1,8]naphthyridin-4-one-3-carboxamide). RXN SMILES: [CH:1]([NH:4][C:5]([C:7]1[C:16](=[O:17])[C:15]2[C:10](=[N:11][CH:12]=[CH:13][CH:14]=2)[N:9]([C:18]2[CH:23]=[CH:22][CH:21]=[C:20](Br)[CH:19]=2)[CH:8]=1)=[O:6])([CH3:3])[CH3:2].[C:25]1(C)[CH:30]=[CH:29]C=[CH:27][CH:26]=1.[CH2:32]([OH:34])[CH3:33].[C:35](=O)([O-])[O-].[Na+].[Na+]>C(OCC)(=O)C.C1C=CC(P(C2C=CC=CC=2)C2C=CC=CC=2)=CC=1.C1C=CC(P(C2C=CC=CC=2)C2C=CC=CC=2)=CC=1.Br[Pd]Br>[CH:1]([NH:4][C:5]([C:7]1[C:16](=[O:17])[C:15]2[C:10](=[N:11][CH:12]=[CH:13][CH:14]=2)[N:9]([C:18]2[CH:23]=[CH:22][CH:21]=[C:20]([C:26]3[CH:25]=[CH:30][CH:29]=[C:33]([C:32](=[O:34])[CH3:35])[CH:27]=3)[CH:19]=2)[CH:8]=1)=[O:6])([CH3:3])[CH3:2] |f:3.4.5,7.8.9|. Reported procedure: A mixture of N-Isopropyl-1-(3-bromophenyl)-1,4-dihydro[1,8]naphthyridin-4-one-3-carboxamide from Step 4,3-acetylphenylboronic acid (1.2 eq.), trans-dibromobis(triphenylphosphine)palladium (II) (0.05 eq.), toluene (6 mL/mmol), ethanol (2 mL/mmol) and 2M aqueous sodium carbonate (8 eq.) was refluxed for 1 hour under a nitrogen atmosphere. The mixture was diluted with ethyl acetate and the organic phase was washed with water and brine, dried and evaporated. The crude product was chromatographed on ... Reactants: C1(CCCCC1)C(O)C=1C(=NN(C1)C1=CC=C(C=C1)OC)C1CC1 (cyclohexyl[3-cyclopropyl-1-(4-methoxyphenyl)-1H-pyrazol-4-yl]methanol), NC1=CC=C(C=C1)C(=O)N(CCC(=O)OCC)C (ethyl 3-{[(4-aminophenyl)carbonyl](methyl)amino}propanoate). Product: C1(CCCCC1)C(C=1C(=NN(C1)C1=CC=C(C=C1)OC)C1CC1)NC1=CC=C(C=C1)C(=O)N(CCC(=O)O)C (3-[{[4-({cyclohexyl[3-cyclopropyl-1-(4-methoxyphenyl)-1H-pyrazol-4-yl]methyl}amino)phenyl]carbonyl}(methyl)amino]propanoic acid). Isolated yield 13.7%. As a reaction SMILES: [CH:1]1([CH:7]([C:9]2[C:10]([CH:22]3[CH2:24][CH2:23]3)=[N:11][N:12]([C:14]3[CH:19]=[CH:18][C:17]([O:20][CH3:21])=[CH:16][CH:15]=3)[CH:13]=2)O)[CH2:6][CH2:5][CH2:4][CH2:3][CH2:2]1.[NH2:25][C:26]1[CH:31]=[CH:30][C:29]([C:32]([N:34]([CH3:42])[CH2:35][CH2:36][C:37]([O:39]CC)=[O:38])=[O:33])=[CH:28][CH:27]=1>>[CH:1]1([CH:7]([NH:25][C:26]2[CH:27]=[CH:28][C:29]([C:32]([N:34]([CH3:42])[CH2:35][CH2:36][C:37]([OH:39])=[O:38])=[O:33])=[CH:30][CH:31]=2)[C:9]2[C:10]([CH:22]3[CH2:24][CH2:23]3)=[N:11][N:12]([C:14]3[CH:19]=[CH:18][C:17]([O:20][CH3:21])=[CH:16][CH:15]=3)[CH:13]=2)[CH2:6][CH2:5][CH2:4][CH2:3][CH2:2]1. Reported procedure: Using cyclohexyl[3-cyclopropyl-1-(4-methoxyphenyl)-1H-pyrazol-4-yl]methanol (0.5 g) synthesized in Example 46(1) and ethyl 3-{[(4-aminophenyl)carbonyl](methyl)amino}propanoate (0.38 g) synthesized in Example 2(2) and in the same manner as in Example 1(7), the title object compound (0.11 g, 14%) was obtained as a white solid. Starting materials: C(CC1=CC=CC=C1)NCC1=CC=C(S1)OC1=CC=C(C#N)C=C1 (4-[5-(phenethylamino-methyl)-thiophen-2-yloxy]-benzonitrile), C(=O)([O-])[O-].[K+].[K+] (K2CO3), OO (hydrogen peroxide). The solvent is CS(=O)C (DMSO). Run at temperature 0 celsius. Yields the product C(CC1=CC=CC=C1)NCC1=CC=C(S1)OC1=CC=C(C(=O)N)C=C1 (4-[5-(Phenethylamino-methyl)-thiophen-2-yloxy]-benzamide). The yield is 75.0%. Reaction SMILES: [CH2:1]([NH:9][CH2:10][C:11]1[S:15][C:14]([O:16][C:17]2[CH:24]=[CH:23][C:20]([C:21]#[N:22])=[CH:19][CH:18]=2)=[CH:13][CH:12]=1)[CH2:2][C:3]1[CH:8]=[CH:7][CH:6]=[CH:5][CH:4]=1.C([O-])([O-])=[O:26].[K+].[K+].OO>CS(C)=O>[CH2:1]([NH:9][CH2:10][C:11]1[S:15][C:14]([O:16][C:17]2[CH:18]=[CH:19][C:20]([C:21]([NH2:22])=[O:26])=[CH:23][CH:24]=2)=[CH:13][CH:12]=1)[CH2:2][C:3]1[CH:4]=[CH:5][CH:6]=[CH:7][CH:8]=1 |f:1.2.3|. Procedure: Combine 4-[5-(phenethylamino-methyl)-thiophen-2-yloxy]-benzonitrile ((139 mg, 0.415 mmol), K2CO3 (powder, 28 mg, 50 mol %) and DMSO (4 mL). Cool down to 0° C. Add hydrogen peroxide (0.124 mL) dropwise. Stir the resulting reaction mixture for 2.5 h. Partition the reaction mixture between H2O (5 mL) and CH2Cl2 (3×5 mL). Dry over sodium sulfate, filter and concentrate. Purify the residue through an SCX column with ammonia (2.0 M in methanol) to provide 105 mg (75%) of the title compound. Mass spect... Starting materials: OC=1C2=C(N=CN1)C(=CC=N2)C(=O)N (4-hydroxypyrido[3,2-d]pyrimidine-8-carboxamide), Cl.N[C@H](CN(S(=O)(=O)C1=CC=C(C=C1)[N+](=O)[O-])C)C1=CC=C(C=C1)C(F)(F)F (N—[(S)-2-Amino-2-(4-trifluoromethyl-phenyl)-ethyl]-N-methyl-4-nitro-benzenesulfonamide hydrochloride). Yields the product CNC[C@H](C1=CC=C(C=C1)C(F)(F)F)NC=1C2=C(N=CN1)C(=CC=N2)C(=O)N (4-[(S)-2-Methylamino-1-(4-trifluoromethyl-phenyl)-ethylamino]-pyrido[3,2-d]pyrimidine-8-carboxylic acid amide). As a reaction SMILES: O[C:2]1[C:3]2[N:11]=[CH:10][CH:9]=[C:8]([C:12]([NH2:14])=[O:13])[C:4]=2[N:5]=[CH:6][N:7]=1.Cl.[NH2:16][C@@H:17]([C:33]1[CH:38]=[CH:37][C:36]([C:39]([F:42])([F:41])[F:40])=[CH:35][CH:34]=1)[CH2:18][N:19]([CH3:32])S(C1C=CC([N+]([O-])=O)=CC=1)(=O)=O>>[CH3:32][NH:19][CH2:18][C@@H:17]([NH:16][C:2]1[C:3]2[N:11]=[CH:10][CH:9]=[C:8]([C:12]([NH2:14])=[O:13])[C:4]=2[N:5]=[CH:6][N:7]=1)[C:33]1[CH:34]=[CH:35][C:36]([C:39]([F:40])([F:42])[F:41])=[CH:37][CH:38]=1 |f:1.2|. Procedure: Compound 38 was prepared following general synthesis scheme 8 wherein 4-hydroxypyrido[3,2-d]pyrimidine-8-carboxamide (G) was reacted with N—[(S)-2-Amino-2-(4-trifluoromethyl-phenyl)-ethyl]-N-methyl-4-nitro-benzenesulfonamide hydrochloride to give the title compound as a white solid. LC/MS [391 (M+H)]; 1H NMR (500 MHz, DMSO-d6) δ 9.93 (s, 1H), 9.21 (s, 1H), 9.00 (d, J=4.4 Hz, 1H), 8.52 (s, 1H), 8.38 (d, J=4.4 Hz, 1H), 8.17 (s, 1H), 7.68 (s, 4H), 5.53 (s, 1H), 3.20-3.07 (m, 1H), 2.94 (dd, J=12.2, ... Reactants: NC(=S)C(=S)N (dithiooxamide), O1C(=CC=C1)C=O (2-furaldehyde), O1C(=CC=C1)C=O (2-furaldehyde). The product is O1C(=CC=C1)C=1SC=2N=C(SC2N1)C=1OC=CC1 (2,5-bis(furyl)thiazolo[5,4-d]thiazole). RXN SMILES: [NH2:1][C:2]([C:4]([NH2:6])=[S:5])=[S:3].[O:7]1[CH:11]=[CH:10][CH:9]=[C:8]1[CH:12]=O>>[O:7]1[CH:11]=[CH:10][CH:9]=[C:8]1[C:12]1[S:3][C:2]2[N:1]=[C:12]([C:8]3[O:7][CH:11]=[CH:10][CH:9]=3)[S:5][C:4]=2[N:6]=1. Procedure details: 2,5-bis(furyl)thiazolo[5,4-d]thiazole was prepared from dithiooxamide and 2-furaldehyde. 2-furaldehyde (furfural) was purchased from Aldrich Chemical Company, Milwaukee, Wis.